From a dataset of the Open Reaction Database (ORD), a public repository of structured organic reaction records. describe an organic reaction: reactants, conditions, products, and yield Reactants: C(C)(=O)C1=C(C=CC(=C1)[N+](=O)[O-])NC(C)=O (N-(2-acetyl-4-nitro-phenyl)-acetamide). The solvent is Cl (HCl). Reaction conditions: temperature 80 celsius, time 2 hour. Product: NC1=C(C=C(C=C1)[N+](=O)[O-])C(C)=O (1-(2-amino-5-nitro-phenyl)ethanone). Yield: 78.2%. As a reaction SMILES: [C:1]([C:4]1[CH:9]=[C:8]([N+:10]([O-:12])=[O:11])[CH:7]=[CH:6][C:5]=1[NH:13]C(=O)C)(=[O:3])[CH3:2]>Cl>[NH2:13][C:5]1[CH:6]=[CH:7][C:8]([N+:10]([O-:12])=[O:11])=[CH:9][C:4]=1[C:1](=[O:3])[CH3:2]. Reported procedure: A mixture of 4 (85.56 g, 0.39 moles) and 6 N HCl (600 mL) was stirred for 2 h at 80° C. The suspension was filtered, washed with water, and air-dried to afford 1-(2-amino-5-nitro-phenyl)ethanone 5 (54.95 g, 79% yield). 1HNMR(400 MHz, DMSO-d6) δ2.61 (s, 3H), 6.86 (d, 1H, J=9.4 Hz), 8.07 (dd, 1H, J=2.6, 9.4 Hz), 8.61 (d, 1H, J=2.6), 8.08-8.61 (bs, 2H); MS m/z 180 (M+). Reaction SMILES: Cl.Cl[CH:3]([C:5]1[CH:6]=[C:7]2[C:12](=[CH:13][C:14]=1[O:15][CH3:16])[N:11]=[CH:10][N:9]=[C:8]2[NH:17][C:18]1[CH:23]=[CH:22][CH:21]=[C:20]([Cl:24])[C:19]=1[F:25])[CH3:4].[CH3:26][NH:27][C@@H:28]([C:30]([NH2:32])=[O:31])[CH3:29]>>[Cl:24][C:20]1[C:19]([F:25])=[C:18]([NH:17][C:8]2[C:7]3[C:12](=[CH:13][C:14]([O:15][CH3:16])=[C:5]([CH:3]([N:27]([CH3:26])[C@@H:28]([C:30]([NH2:32])=[O:31])[CH3:29])[CH3:4])[CH:6]=3)[N:11]=[CH:10][N:9]=2)[CH:23]=[CH:22][CH:21]=1 |f:0.1|. Reactants: Cl.ClC(C)C=1C=C2C(=NC=NC2=CC1OC)NC1=C(C(=CC=C1)Cl)F (6-(1-Chloroethyl)-N-(3-chloro-2-fluorophenyl)-7-methoxyquinazolin-4-amine hydrochloride), CN[C@H](C)C(=O)N (N2-methyl-D-alaninamide). Procedure details: 6-(1-Chloroethyl)-N-(3-chloro-2-fluorophenyl)-7-methoxyquinazolin-4-amine hydrochloride (described in Example 91) was coupled with N2-methyl-D-alaninamide using an analogous method to that described for the equivalent step in Example 62 to give N2-(1-{4-[(3-chloro-2-fluorophenyl)amino]-7-methoxyquinazolin-6-yl}ethyl)-N2-methyl-D-alaninamide as a 1:1 mixture of diastereoisomers; 1H NMR Spectrum: (DMSO d6) 1.03 and 1.08 (both d, 1.5H); 1.38 (d, 3H); 2.06 and 2.22 (both s, 1.5H); 3.13 and 3.51 (bot... Product: ClC=1C(=C(C=CC1)NC1=NC=NC2=CC(=C(C=C12)C(C)N([C@H](C)C(=O)N)C)OC)F (N2-(1-{4-[(3-chloro-2-fluorophenyl)amino]-7-methoxyquinazolin-6-yl}ethyl)-N2-methyl-D-alaninamide). Starting materials: N1C=CC2=CC=C(C=C12)C(=CC(=O)NC)C1=NC=CC=C1 (3-(1H-indol-6-yl)-N-methyl-3-pyridin-2-yl-acrylamide), N1C=CC2=CC=CC(=C12)C(CC(=O)NC)C1=CC=CC=C1 (3-(1H-Indol-7-yl)-N-methyl-3-phenyl-propionamide). Product: N1C=CC2=CC=C(C=C12)C(CC(=O)NC)C1=NC=CC=C1 (3-(1H-Indol-6-yl)-N-methyl-3-pyridin-2-yl-propionamide). RXN SMILES: [NH:1]1[C:9]2[C:4](=[CH:5][CH:6]=[C:7]([C:10]([C:16]3[CH:21]=[CH:20][CH:19]=[CH:18][N:17]=3)=[CH:11][C:12]([NH:14][CH3:15])=[O:13])[CH:8]=2)[CH:3]=[CH:2]1.N1C2C(=CC=CC=2C(C2C=CC=CC=2)CC(NC)=O)C=C1>>[NH:1]1[C:9]2[C:4](=[CH:5][CH:6]=[C:7]([CH:10]([C:16]3[CH:21]=[CH:20][CH:19]=[CH:18][N:17]=3)[CH2:11][C:12]([NH:14][CH3:15])=[O:13])[CH:8]=2)[CH:3]=[CH:2]1. Procedure: 3-(1H-Indol-6-yl)-N-methyl-3-pyridin-2-yl-propionamide CLXIII was prepared from 3-(1H-indol-6-yl)-N-methyl-3-pyridin-2-yl-acrylamide using the procedure described for preparation of 3-(1H-Indol-7-yl)-N-methyl-3-phenyl-propionamide XIX using. Reactants: CCOC(=O)c1ccc(-c2c(F)c(OC)cc(OC)c2F)c2nccnc12, CN1CCN(Cc2ccc(N)nc2)C(C)(C)C1, C[Al](C)C, CO, ClCCl, ClCCl, [Na+], O=C([O-])O. Yields the product COc1cc(OC)c(F)c(-c2ccc(C(=O)Nc3ccc(CN4CCN(C)CC4(C)C)cn3)c3nccnc23)c1F. RXN SMILES: [CH2:1]([O:2][C:4](=[O:5])[c:6]1[c:7]2[n:8][cH:9][cH:10][n:11][c:12]2[c:13](-[c:16]2[c:17]([F:27])[c:18]([O:25][CH3:26])[cH:19][c:20]([O:23][CH3:24])[c:21]2[F:22])[cH:14][cH:15]1)[CH3:3].[CH3:28][C:29]1([CH3:44])[N:30]([CH2:36][c:37]2[cH:38][cH:39][c:40]([NH2:43])[n:41][cH:42]2)[CH2:31][CH2:32][N:33]([CH3:35])[CH2:34]1.[CH3:45][Al:46]([CH3:47])[CH3:48].[CH3:57][OH:58].[Cl:54][CH2:55][Cl:56].[Cl:59][CH2:60][Cl:61].[Na+:53].[O-:49][C:50]([OH:51])=[O:52]>>[C:4](=[O:5])([c:6]1[c:7]2[n:8][cH:9][cH:10][n:11][c:12]2[c:13](-[c:16]2[c:17]([F:27])[c:18]([O:25][CH3:26])[cH:19][c:20]([O:23][CH3:24])[c:21]2[F:22])[cH:14][cH:15]1)[NH:43][c:40]1[cH:39][cH:38][c:37]([CH2:36][N:30]2[C:29]([CH3:28])([CH3:44])[CH2:34][N:33]([CH3:35])[CH2:32][CH2:31]2)[cH:42][n:41]1. Starting materials: CN1CC2=C(NC=3C=CC(=CC23)C)CC1 (2,8-dimethyl-2,3,4,5-tetrahydro-1H-pyrido (4,3-b) indole), [H-].[Na+] (sodium hydride), ice water, C1(=CC=CC=C1)C1(OC1)C1=CC=CC=C1 (2,2-Diphenyl oxirane). The solvent is CN(C)C=O (DMF). Conditions: time 5 minute. Product: CN1CC2=C(N(C=3C=CC(=CC23)C)CC(O)(C2=CC=CC=C2)C2=CC=CC=C2)CC1 (2-(2,8-dimethyl-3,4-dihydro-1H-pyrido[4,3-b]indol-5(2H)-yl)-1,1-diphenylethanol). The yield is 59.9%. RXN SMILES: [CH3:1][N:2]1[CH2:15][CH2:14][C:5]2[NH:6][C:7]3[CH:8]=[CH:9][C:10]([CH3:13])=[CH:11][C:12]=3[C:4]=2[CH2:3]1.[H-].[Na+].[C:18]1([C:24]2([C:27]3[CH:32]=[CH:31][CH:30]=[CH:29][CH:28]=3)[CH2:26][O:25]2)[CH:23]=[CH:22][CH:21]=[CH:20][CH:19]=1>CN(C=O)C>[CH3:1][N:2]1[CH2:15][CH2:14][C:5]2[N:6]([CH2:26][C:24]([C:27]3[CH:32]=[CH:31][CH:30]=[CH:29][CH:28]=3)([C:18]3[CH:23]=[CH:22][CH:21]=[CH:20][CH:19]=3)[OH:25])[C:7]3[CH:8]=[CH:9][C:10]([CH3:13])=[CH:11][C:12]=3[C:4]=2[CH2:3]1 |f:1.2|. Procedure: To a solution of 2,8-dimethyl-2,3,4,5-tetrahydro-1H-pyrido (4,3-b) indole (800 g, 4.0 mmol) in DMF (8 mL), sodium hydride [60% dispersion in oil] (480 mg, 12.0 mmol) was added and the reaction mixture stirred for 5 min. 2,2-Diphenyl oxirane (1.176 g, 6.0 mmol) was added dropwise at RT and reaction mixture was stirred at RT for 16 h. The reaction mixture was poured into ice water and the compound extracted with EtOAc (3×200 mL). The organic layer was washed with water, dried over sodium sulfate a... Reactants: C(C1=CC=CC=C1)(=O)C1=C(C=C(C(=O)O)C=C1[N+](=O)[O-])OCC1=CC=CC=C1 (4-benzoyl3-benzyloxy-5-nitrobenzoic acid), NC=1C(=C(C=C(C(=O)O)C1)OCC1=CC=C(C=C1)Cl)C(C1=CC=CC=C1)=O (5-amino-4-benzoyl-3-(p-chlorobenzyloxy)benzoic acid). Reaction SMILES: C(C1C([N+]([O-])=O)=CC(C(O)=O)=CC=1OCC1C=CC=CC=1)(=O)C1C=CC=CC=1.[NH2:29][C:30]1[C:31]([C:48](=O)[C:49]2[CH:54]=[CH:53][CH:52]=[CH:51][CH:50]=2)=[C:32]([O:39][CH2:40][C:41]2[CH:46]=[CH:45][C:44]([Cl:47])=[CH:43][CH:42]=2)[CH:33]=[C:34]([CH:38]=1)[C:35]([OH:37])=[O:36]>>[NH2:29][C:30]1[C:31]([CH2:48][C:49]2[CH:54]=[CH:53][CH:52]=[CH:51][CH:50]=2)=[C:32]([O:39][CH2:40][C:41]2[CH:46]=[CH:45][C:44]([Cl:47])=[CH:43][CH:42]=2)[CH:33]=[C:34]([CH:38]=1)[C:35]([OH:37])=[O:36]. Product: NC=1C(=C(C=C(C(=O)O)C1)OCC1=CC=C(C=C1)Cl)CC1=CC=CC=C1 (5-amino-4-benzyl-3-(p-chlorobenzyloxy)benzoic acid). Procedure details: By replacing in Example 24, step A, 4-benzoyl3-benzyloxy-5-nitrobenzoic acid with 5-amino-4-benzoyl-3-(p-chlorobenzyloxy)benzoic acid and following the procedure described, 5-amino-4-benzyl-3-(p-chlorobenzyloxy)benzoic acid is obtained with a melting point of 199°-200° C. The reactants are NCCCN1C(=NC=2C(=NC=3C=CC=CC3C21)N)CCCC (1-(3-aminopropyl)-2-butyl-1H-imidazo[4,5-c]quinolin-4-amine), C1=NC(=CC2=CC=CC=C12)C(=O)O (Isoquinoline-3-carboxylic acid), Cl.CN(CCCN=C=NCC)C (1-[3-(Dimethylamino)propyl]-3-ethylcarbodiimide hydrochloride), ON1N=NC2=C1C=CC=C2 (1-Hydroxybenzotriazole). The solvent is CN1C(CCC1)=O (1-methyl-2-pyrrolidinone), CN1C(CCC1)=O (1-methyl-2-pyrrolidinone). Conditions: time 17.5 minute. Product: NC1=NC=2C=CC=CC2C2=C1N=C(N2CCCNC(=O)C=2N=CC1=CC=CC=C1C2)CCCC (N-[3-(4-amino-2-butyl-1H-imidazo[4,5-c]quinolin-1-yl)propyl]isoquinoline-3-carboxamide). Isolated yield 75.4%. Reaction SMILES: [CH:1]1[C:10]2[C:5](=[CH:6][CH:7]=[CH:8][CH:9]=2)[CH:4]=[C:3]([C:11]([OH:13])=O)[N:2]=1.ON1C2C=CC=CC=2N=N1.Cl.CN(C)CCCN=C=NCC.[NH2:36][CH2:37][CH2:38][CH2:39][N:40]1[C:52]2[C:51]3[CH:50]=[CH:49][CH:48]=[CH:47][C:46]=3[N:45]=[C:44]([NH2:53])[C:43]=2[N:42]=[C:41]1[CH2:54][CH2:55][CH2:56][CH3:57]>CN1CCCC1=O>[NH2:53][C:44]1[C:43]2[N:42]=[C:41]([CH2:54][CH2:55][CH2:56][CH3:57])[N:40]([CH2:39][CH2:38][CH2:37][NH:36][C:11]([C:3]3[N:2]=[CH:1][C:10]4[C:5]([CH:4]=3)=[CH:6][CH:7]=[CH:8][CH:9]=4)=[O:13])[C:52]=2[C:51]2[CH:50]=[CH:49][CH:48]=[CH:47][C:46]=2[N:45]=1 |f:2.3|. Reported procedure: Isoquinoline-3-carboxylic acid (1.05 g, 6.05 mmol) was stirred in 1-methyl-2-pyrrolidinone (50 mL). 1-Hydroxybenzotriazole (885 mg, 6.55 mmol) was added in a single portion. This solution was stirred for 15-20 minutes and then cooled in an ice bath. 1-[3-(Dimethylamino)propyl]-3-ethylcarbodiimide hydrochloride (1.26 g, 6.55 mmol) was added in small portions over a period of 10 minutes. The solution was stirred for 1 hour and then added dropwise to a solution of 1-(3-aminopropyl)-2-butyl-1H-imida...